From a dataset of the Open Reaction Database (ORD), a public repository of structured organic reaction records. describe an organic reaction: reactants, conditions, products, and yield Reactants: C(=O)C=1C(=NC(=NC1C)SC)NC1=CC=C(C(=O)OC(C)(C)C)C=C1 (tert-butyl 4-{[5-formyl-6-methyl-2-(methylsulfanyl)-4-pyrimidinyl]amino}benzoate). Solvent: C1CCOC1 (THF). The product is C(C)OC(/C=C/C=1C(=NC(=NC1C)SC)NC1=CC=C(C(=O)OC(C)(C)C)C=C1)=O (tert-butyl 4-{[5-[(1E)-3-ethoxy-3-oxo-1-propenyl]-6-methyl-2-(methylsulfanyl)-4-pyrimidinyl]amino}benzoate). Yield: 188.9%. As a reaction SMILES: [CH:1]([C:3]1[C:4]([NH:12][C:13]2[CH:25]=[CH:24][C:16]([C:17]([O:19][C:20]([CH3:23])([CH3:22])[CH3:21])=[O:18])=[CH:15][CH:14]=2)=[N:5][C:6]([S:10][CH3:11])=[N:7][C:8]=1[CH3:9])=O>C1COCC1>[CH2:20]([O:19][C:17](=[O:18])/[CH:16]=[CH:1]/[C:3]1[C:4]([NH:12][C:13]2[CH:25]=[CH:24][C:16]([C:17]([O:19][C:20]([CH3:22])([CH3:23])[CH3:21])=[O:18])=[CH:15][CH:14]=2)=[N:5][C:6]([S:10][CH3:11])=[N:7][C:8]=1[CH3:9])[CH3:21]. Procedure details: A solution of compound G (28.8 g; 0.0801 mol) and Ph3PCHCOOEt (34 g; 0.0976 mol) in 400 mL of anhydrous THF was stirred under reflux for 2 h 30′. The reaction mixture was cooled to room temperature, filtered and concentrated. The crude mixture was purified by silica gel column chromatography (eluant: n-hexane/ethyl acetate=3/1 to 1/1) to yield compound H (32.5 g; 94.4%) as a yellow solid. As a reaction SMILES: [CH3:1][CH:2]([CH3:33])[C:3]([NH:5][C:6]1[CH:11]=[CH:10][CH:9]=[C:8]([CH:12]2[CH2:17][CH2:16][N:15]([CH2:18][CH2:19][CH2:20][CH2:21][C:22]([C:24]3[CH:29]=[CH:28][CH:27]=[C:26]([N+:30]([O-:32])=[O:31])[CH:25]=3)=O)[CH2:14][CH2:13]2)[CH:7]=1)=[O:4].Cl.[CH3:35][C:36]1[CH:41]=[CH:40][CH:39]=[CH:38][C:37]=1[NH:42]N>>[CH3:1][CH:2]([CH3:33])[C:3]([NH:5][C:6]1[CH:11]=[CH:10][CH:9]=[C:8]([CH:12]2[CH2:17][CH2:16][N:15]([CH2:18][CH2:19][CH2:20][C:21]3[C:38]4[C:37](=[C:36]([CH3:35])[CH:41]=[CH:40][CH:39]=4)[NH:42][C:22]=3[C:24]3[CH:29]=[CH:28][CH:27]=[C:26]([N+:30]([O-:32])=[O:31])[CH:25]=3)[CH2:14][CH2:13]2)[CH:7]=1)=[O:4] |f:1.2|. Reactants: CC(C(=O)NC1=CC(=CC=C1)C1CCN(CC1)CCCCC(=O)C1=CC(=CC=C1)[N+](=O)[O-])C (2-methyl-N-(3-{1-[5-(3-nitrophenyl)-5-oxopentyl]-4-piperidinyl}phenyl)propanamide), Cl.CC1=C(C=CC=C1)NN (1-(2-methylphenyl)hydrazine hydrochloride). Procedure: Prepared by Procedure E and Scheme M using 2-methyl-N-(3-{1-[5-(3-nitrophenyl)-5-oxopentyl]-4-piperidinyl}phenyl)propanamide and 1-(2-methylphenyl)hydrazine hydrochloride: ESMS m/e: 539.2 (M+H)+. The product is CC(C(=O)NC1=CC(=CC=C1)C1CCN(CC1)CCCC1=C(NC2=C(C=CC=C12)C)C1=CC(=CC=C1)[N+](=O)[O-])C (2-METHYL-N-[3-(1-{3-[7-METHYL-2-(3-NITROPHENYL)-1H-INDOL-3-YL]PROPYL}-4-PIPERIDINYL)PHENYL]PROPANAMIDE).